From a dataset of the Open Reaction Database (ORD), a public repository of structured organic reaction records. describe an organic reaction: reactants, conditions, products, and yield Starting materials: CO, CCCc1nc2c(Cl)nc3ccccc3c2n1CC1(O)CCC1, N. The product is CCCc1nc2c(N)nc3ccccc3c2n1CC1(O)CCC1. RXN SMILES: [CH3:25][OH:26].[Cl:1][c:2]1[n:3][c:4]2[cH:5][cH:6][cH:7][cH:8][c:9]2[c:10]2[c:11]1[n:12][c:13]([CH2:21][CH2:22][CH3:23])[n:14]2[CH2:15][C:16]1([OH:20])[CH2:17][CH2:18][CH2:19]1.[NH3:24]>>[c:2]1([NH2:24])[n:3][c:4]2[cH:5][cH:6][cH:7][cH:8][c:9]2[c:10]2[c:11]1[n:12][c:13]([CH2:21][CH2:22][CH3:23])[n:14]2[CH2:15][C:16]1([OH:20])[CH2:17][CH2:18][CH2:19]1. Starting materials: ClCC=1N=CSC1SCCS(=O)(=O)C1=CC=CC=C1 (4-chloromethyl-5-(2-phenylsulfonylethyl)thio-1,3-thiazole), ClN1C(CCC1=O)=O (N-chlorosuccinimide), O (water). Solvent: CN(C=O)C (N,N-dimethylformamide). Reaction conditions: time 16 hour. Yields the product ClC=1SC(=C(N1)CCl)SCCS(=O)(=O)C1=CC=CC=C1 (2-Chloro-4-chloromethyl-5-(2-phenylsulfonylethyl)thio-1,3-thiazole). Isolated yield 58.8%. Reaction SMILES: [Cl:1][CH2:2][C:3]1[N:4]=[CH:5][S:6][C:7]=1[S:8][CH2:9][CH2:10][S:11]([C:14]1[CH:19]=[CH:18][CH:17]=[CH:16][CH:15]=1)(=[O:13])=[O:12].[Cl:20]N1C(=O)CCC1=O.O>CN(C)C=O>[Cl:20][C:5]1[S:6][C:7]([S:8][CH2:9][CH2:10][S:11]([C:14]2[CH:19]=[CH:18][CH:17]=[CH:16][CH:15]=2)(=[O:13])=[O:12])=[C:3]([CH2:2][Cl:1])[N:4]=1. Procedure details: To a solution of 4-chloromethyl-5-(2-phenylsulfonylethyl)thio-1,3-thiazole (400 mg, 1.2 mmol) in N,N-dimethylformamide (3 mL) was added N-chlorosuccinimide (160 mg, 1.2 mmol), and the mixture was stirred at room temperature for 16 h. The resulting mixture was poured into water and extracted with ethyl acetate. The organic solution was washed with water, dried over sodium sulfate, and concentrated; The residue was chromatographed (silica gel, 20% ethyl acetate-hexane), affording 260 mg of the tit... The reactants are [H][H] (hydrogen), 130, C1(CCCCC1)C(CCC)=O (1-cyclohexyl-1-butanone), CNCC(=O)O (methyl glycine), S1C=CC=C1 (thiophene), C(C)(=O)[O-].[K+] (potassium acetate). Reagents/catalysts: [Pd] (palladium-on-charcoal). Solvent: CO (methanol), CO (methanol). Yields the product 46, CN(CC(=O)O)C(CCC)C1CCCCC1 (methyl N-(1-cyclohexylbutyl)glycine). Isolated yield 22.4%. As a reaction SMILES: [CH:1]1([C:7](=O)[CH2:8][CH2:9][CH3:10])[CH2:6][CH2:5][CH2:4][CH2:3][CH2:2]1.[CH3:12][NH:13][CH2:14][C:15]([OH:17])=[O:16].S1C=CC=C1.C([O-])(=O)C.[K+].[H][H]>CO.[Pd]>[CH3:12][N:13]([CH:7]([CH:1]1[CH2:6][CH2:5][CH2:4][CH2:3][CH2:2]1)[CH2:8][CH2:9][CH3:10])[CH2:14][C:15]([OH:17])=[O:16] |f:3.4|. Reported procedure: A mixture of 130 parts of 1-cyclohexyl-1-butanone, 225 parts of methyl glycine, 2 parts of a solution of thiophene in methanol 4%, 960 parts of methanol and 200 parts of potassium acetate was hydrogenated overnight in a Parr apparatus with 5 parts of palladium-on-charcoal catalyst 10%. After the calculated amount of hydrogen was taken up, the catalyst was filtered off and the filtrate was evaporated. The residue was taken up in water and 1,1'-oxybisethane. The whole was extracted with a hydrochl... Reactants: BrC=1C(=NC(=C(C(=O)O)C1)C(F)(F)F)OCC1=NC=CC=C1 (5-bromo-6-(pyridin-2-ylmethoxy)-2-trifluoromethyl-nicotinic acid), N[C@@H](CC(C)C)CO (rac-leucinol). Yields the product BrC=1C(=NC(=C(C(=O)NC(CC(C)C)CO)C1)C(F)(F)F)OCC1=NC=CC=C1 (5-Bromo-N-(1-hydroxymethyl-3-methyl-butyl)-6-(pyridin-2-ylmethoxy)-2-trifluoromethyl-nicotinamide). RXN SMILES: [Br:1][C:2]1[C:3]([O:15][CH2:16][C:17]2[CH:22]=[CH:21][CH:20]=[CH:19][N:18]=2)=[N:4][C:5]([C:11]([F:14])([F:13])[F:12])=[C:6]([CH:10]=1)[C:7]([OH:9])=O.[NH2:23][C@H:24]([CH2:29][OH:30])[CH2:25][CH:26]([CH3:28])[CH3:27]>>[Br:1][C:2]1[C:3]([O:15][CH2:16][C:17]2[CH:22]=[CH:21][CH:20]=[CH:19][N:18]=2)=[N:4][C:5]([C:11]([F:14])([F:13])[F:12])=[C:6]([CH:10]=1)[C:7]([NH:23][CH:24]([CH2:29][OH:30])[CH2:25][CH:26]([CH3:28])[CH3:27])=[O:9]. Procedure details: The title compound was synthesized in analogy to Example 1c, using 5-bromo-6-(pyridin-2-ylmethoxy)-2-trifluoromethyl-nicotinic acid and rac-leucinol as starting materials, MS (ISP) 476.1 (M+H)+. The reactants are CC1CN(C(=O)OC(C)(C)C)CCN1Cc1cn(CC(C)(C)COC(=O)C(C)(C)C)c(=O)c2ccc(Br)cc12, O=C([O-])[O-], CC#N, Cc1c(F)cc(C(=O)NC2CC2)cc1B1OC(C)(C)C(C)(C)O1, [K+], [K+], O. The product is Cc1c(F)cc(C(=O)NC2CC2)cc1-c1ccc2c(=O)n(CC(C)(C)COC(=O)C(C)(C)C)cc(CN3CCN(C(=O)OC(C)(C)C)CC3C)c2c1. Reaction SMILES: [Br:30][c:31]1[cH:32][c:33]2[c:34]([CH2:54][N:55]3[CH:56]([CH3:68])[CH2:57][N:58]([C:61](=[O:62])[O:63][C:64]([CH3:65])([CH3:66])[CH3:67])[CH2:59][CH2:60]3)[cH:35][n:36]([CH2:42][C:43]([CH2:44][O:45][C:46]([C:47]([CH3:48])([CH3:49])[CH3:50])=[O:51])([CH3:52])[CH3:53])[c:37](=[O:41])[c:38]2[cH:39][cH:40]1.[C:24](=[O:25])([O-:26])[O-:27].[CH3:69][C:70]#[N:71].[CH:1]1([NH:4][C:5]([c:6]2[cH:7][c:8]([F:22])[c:9]([CH3:21])[c:10]([B:12]3[O:13][C:14]([CH3:15])([CH3:16])[C:17]([CH3:18])([CH3:19])[O:20]3)[cH:11]2)=[O:23])[CH2:2][CH2:3]1.[K+:28].[K+:29].[OH2:72]>>[CH:1]1([NH:4][C:5]([c:6]2[cH:7][c:8]([F:22])[c:9]([CH3:21])[c:10](-[c:31]3[cH:32][c:33]4[c:34]([CH2:54][N:55]5[CH:56]([CH3:68])[CH2:57][N:58]([C:61](=[O:62])[O:63][C:64]([CH3:65])([CH3:66])[CH3:67])[CH2:59][CH2:60]5)[cH:35][n:36]([CH2:42][C:43]([CH2:44][O:45][C:46]([C:47]([CH3:48])([CH3:49])[CH3:50])=[O:51])([CH3:52])[CH3:53])[c:37](=[O:41])[c:38]4[cH:39][cH:40]3)[cH:11]2)=[O:23])[CH2:2][CH2:3]1. Starting materials: CCCC1CCC(C2CCC(c3ccc(C(C)=O)c(F)c3)CC2)CC1, [K+], NN, [OH-], O, O, OCCOCCO. Product: CCCC1CCC(C2CCC(c3ccc(CC)c(F)c3)CC2)CC1. As a reaction SMILES: [C:1]([CH3:2])(=[O:3])[c:4]1[c:5]([F:25])[cH:6][c:7]([CH:10]2[CH2:11][CH2:12][CH:13]([CH:16]3[CH2:17][CH2:18][CH:19]([CH2:22][CH2:23][CH3:24])[CH2:20][CH2:21]3)[CH2:14][CH2:15]2)[cH:8][cH:9]1.[K+:37].[NH2:34][NH2:35].[OH-:36].[OH2:33].[OH2:38].[OH:26][CH2:27][CH2:28][O:29][CH2:30][CH2:31][OH:32]>>[CH2:1]([CH3:2])[c:4]1[c:5]([F:25])[cH:6][c:7]([CH:10]2[CH2:11][CH2:12][CH:13]([CH:16]3[CH2:17][CH2:18][CH:19]([CH2:22][CH2:23][CH3:24])[CH2:20][CH2:21]3)[CH2:14][CH2:15]2)[cH:8][cH:9]1.